Dataset: the Open Reaction Database (ORD), a public repository of structured organic reaction records. Task: describe an organic reaction: reactants, conditions, products, and yield Starting materials: N, [B-](OC)(OC)OC.[Na+], C1CN(C[C@@H](C1=O)O)S(=O)(=O)C. The reagents and catalysts are c1ccc(cc1)-c2c3ccccc3cc4ccccc24 (9-Phenylanthracene), CC(C)[O-].CC(C)[O-].CC(C)[O-].CC(C)[O-].[Ti+4] (Ti(OiPr)4). Run at temperature 25 celsius, time 18 hour. Yields the product CS(=O)(=O)N1CC[C@@H](N)[C@@H](O)C1. As a reaction SMILES: [CH3:1][S:2]([N:5]1[CH2:11][C@H:9]([OH:10])[C:8](=O)[CH2:7][CH2:6]1)(=[O:4])=[O:3].[NH3:12].[Na+].CO[BH-](OC)OC>>[CH3:1][S:2]([N:5]1[CH2:11][C@H:9]([OH:10])[C@H:8]([NH2:12])[CH2:7][CH2:6]1)(=[O:4])=[O:3]. The reactants are NC1=CC=C2C(=C(C=NC2=C1)C(=O)NCC1=CC=C(C=C1)Cl)O (7-amino-N-[(4-chlorophenyl)methyl]-4-hydroxy-3-quinolinecarboxamide), C(C)(=O)OC(C)=O (acetic anhydride), C(C)(=O)OC(C)=O (acetic anhydride). Solvent: O (water), N1=CC=CC=C1 (pyridine). Run at time 24 hour. Yields the product C(C)(=O)NC1=CC=C2C(=C(C=NC2=C1)C(=O)NCC1=CC=C(C=C1)Cl)O (7-(Acetylamino)-N-[(4-chlorophenyl)methyl]-4-hydroxy-3-quinolinecarboxamide). RXN SMILES: [NH2:1][C:2]1[CH:11]=[C:10]2[C:5]([C:6]([OH:23])=[C:7]([C:12]([NH:14][CH2:15][C:16]3[CH:21]=[CH:20][C:19]([Cl:22])=[CH:18][CH:17]=3)=[O:13])[CH:8]=[N:9]2)=[CH:4][CH:3]=1.[C:24](OC(=O)C)(=[O:26])[CH3:25]>N1C=CC=CC=1.O>[C:24]([NH:1][C:2]1[CH:11]=[C:10]2[C:5]([C:6]([OH:23])=[C:7]([C:12]([NH:14][CH2:15][C:16]3[CH:21]=[CH:20][C:19]([Cl:22])=[CH:18][CH:17]=3)=[O:13])[CH:8]=[N:9]2)=[CH:4][CH:3]=1)(=[O:26])[CH3:25]. Procedure details: A solution of 100 mg of 7-amino-N-[(4-chlorophenyl)methyl]-4-hydroxy-3-quinolinecarboxamide in 1 mL of anhydrous pyridine is treated with 0.032 mL of acetic anhydride. After 24 h, an additional 0.005 mL of acetic anhydride is added and the mixture is stirred for an additonal 48 h. The mixture is diluted with 2 mL of distilled water and the precipitate is collected by filtration. It is washed with two 1 mL portions of distilled water and dried in a stream of air. It is dried at 20 torr/75°C./16 h... Starting materials: OC[C@@H](CC1=CC(=CC=C1)[N+](=O)[O-])NC(C)=O (N-[(1R)-2-hydroxy-1-(3-nitrobenzyl)ethyl]acetamide), Cl (hydrochloric acid). Reaction conditions: temperature 100 celsius. Yields the product Cl.N[C@@H](CO)CC1=CC(=CC=C1)[N+](=O)[O-] ((2R)-2-amino-3-(3-nitrophenyl)-1-propanol hydrochloride). As a reaction SMILES: [OH:1][CH2:2][C@H:3]([NH:14]C(=O)C)[CH2:4][C:5]1[CH:10]=[CH:9][CH:8]=[C:7]([N+:11]([O-:13])=[O:12])[CH:6]=1.[ClH:18]>>[ClH:18].[NH2:14][C@H:3]([CH2:4][C:5]1[CH:10]=[CH:9][CH:8]=[C:7]([N+:11]([O-:13])=[O:12])[CH:6]=1)[CH2:2][OH:1] |f:2.3|. Procedure details: A suspension of 0.98 g of N-[(1R)-2-hydroxy-1-(3-nitrobenzyl)ethyl]acetamide in 10 cm3 of 6N hydrochloric acid is heated at a temperature in the region of 100° C. for 10 hours (dissolution). The reaction medium is concentrated under reduced pressure (2 kPa) at a temperature in the region of 40° C. The residue is taken up in 20 cm3 of diethyl ether and re-evaporated under the same conditions to give beige-colored crystals, which are washed with 3 times 20 cm3 of diethyl ether and then filtered of... Starting materials: ClC=1C=CC2=C(C(=NCCO2)C2=CC=CC=C2)C1 (7-chloro-2,3-dihydro-5-phenyl-1,4-benzoxazepine), [OH-].[Na+] (NaOH), [H-].[H-].[H-].[H-].[Li+].[Al+3] (LiAlH4), O (water), O (water). Run in C(C)OCC (diethyl ether), C(C)OCC (diethyl ether). Conditions: time 30 minute. Product: Cl.ClC=1C=CC2=C(C(NCCO2)C2=CC=CC=C2)C1 (7-Chloro-5-phenyl-2,3,4,5-tetrahydro-1,4-benzoxazepine hydrochloride). RXN SMILES: [H-].[H-].[H-].[H-].[Li+].[Al+3].[Cl:7][C:8]1[CH:9]=[CH:10][C:11]2[O:17][CH2:16][CH2:15][N:14]=[C:13]([C:18]3[CH:23]=[CH:22][CH:21]=[CH:20][CH:19]=3)[C:12]=2[CH:24]=1.O.[OH-].[Na+]>C(OCC)C>[ClH:7].[Cl:7][C:8]1[CH:9]=[CH:10][C:11]2[O:17][CH2:16][CH2:15][NH:14][CH:13]([C:18]3[CH:23]=[CH:22][CH:21]=[CH:20][CH:19]=3)[C:12]=2[CH:24]=1 |f:0.1.2.3.4.5,8.9,11.12|. Procedure: To a stirred suspension of 64.3 g (1.69 moles) of LiAlH4 in 1500 ml of anhydrous diethyl ether was added a solution of 144.0 g (0.537 mole) of crude 7-chloro-2,3-dihydro-5-phenyl-1,4-benzoxazepine produced in step (b) in 1000 ml of anhydrous diethyl ether, at a rate sufficient to maintain reflux. The mixture was initially blue, changing to a dark green which lightened with time. After addition was complete the mixture was stirred and refluxed for two hours. The reaction mixture was cooled and ca... Starting materials: FC(C1=CC=C(C#N)C=C1)(F)F (p-trifluoromethylbenzonitrile). The solvent is CO (methanol), CO (methanol). Yields the product FC(C1=CC=C(C=C1)C)(F)F (p-trifluoromethyltoluene). The yield is 91.0%. RXN SMILES: [F:1][C:2]([F:12])([F:11])[C:3]1[CH:10]=[CH:9][C:6]([C:7]#N)=[CH:5][CH:4]=1>CO>[F:1][C:2]([F:11])([F:12])[C:3]1[CH:4]=[CH:5][C:6]([CH3:7])=[CH:9][CH:10]=1. Procedure details: To 4 ml of methanol (3.06 g) was added 0.71 g of p-trifluoromethylbenzonitrile. The solution was added to the reactor at 0.34 ml/min. The product, p-trifluoromethyltoluene, was isolated in a methanol solution in a 91% yield. The reactants are O=C1NC=2C(=NC=CC2OC=2C=C(C(=O)OC)C=CC2)N1 (methyl 3-(2-oxo-2,3-dihydro-1H-imidazo[4,5-b]pyridin-7-yloxy)benzoate), C[Al](C)C (AlMe3), C(C)(C)(C)C1=NN(C(=C1)N)C1=CC=CC=C1 (3-tert-butyl-1-phenyl-1H-pyrazol-5-amine). The solvent is C1CCOC1 (THF). Reaction conditions: time 30 minute. Yields the product C(C)(C)(C)C1=NN(C(=C1)NC(C1=CC(=CC=C1)OC1=C2C(=NC=C1)NC(N2)=O)=O)C2=CC=CC=C2 (N-(3-tert-butyl-1-phenyl-1H-pyrazol-5-yl)-3-(2-oxo-2,3-dihydro-1H-imidazo[4,5-b]pyridin-7-yloxy)benzamide), solid. Yield: 33.0%. Reaction SMILES: C[Al](C)C.[C:5]([C:9]1[CH:13]=[C:12]([NH2:14])[N:11]([C:15]2[CH:20]=[CH:19][CH:18]=[CH:17][CH:16]=2)[N:10]=1)([CH3:8])([CH3:7])[CH3:6].[O:21]=[C:22]1[NH:41][C:25]2=[N:26][CH:27]=[CH:28][C:29]([O:30][C:31]3[CH:32]=[C:33]([CH:38]=[CH:39][CH:40]=3)[C:34](OC)=[O:35])=[C:24]2[NH:23]1>C1COCC1>[C:5]([C:9]1[CH:13]=[C:12]([NH:14][C:34](=[O:35])[C:33]2[CH:38]=[CH:39][CH:40]=[C:31]([O:30][C:29]3[CH:28]=[CH:27][N:26]=[C:25]4[NH:41][C:22](=[O:21])[NH:23][C:24]=34)[CH:32]=2)[N:11]([C:15]2[CH:20]=[CH:19][CH:18]=[CH:17][CH:16]=2)[N:10]=1)([CH3:8])([CH3:6])[CH3:7]. Reported procedure: Method L2: A solution of AlMe3 (solution in toluene 2M, 260 μL, 0.527 mmol,) was added dropwise to a cooled (0° C.) solution of 3-tert-butyl-1-phenyl-1H-pyrazol-5-amine (113 mg, 0.527 mmol) in THF (2.5 mL). When the addition was complete, the mixture was allowed to warm to room temperature and stirring was continued for 30 minutes. Then methyl 3-(2-oxo-2,3-dihydro-1H-imidazo[4,5-b]pyridin-7-yloxy)benzoate (100 mg, 0.351 mmol) was added and the mixture was heated under reflux for 19 hours. The mi... Reactants: O=C(O)C=Cc1ccc(Br)s1, COCCOC, OB(O)c1ccc(OC(F)(F)F)cc1, [Na+], [Na+], O=C([O-])[O-], c1ccc(P(c2ccccc2)(c2ccccc2)[Pd](P(c2ccccc2)(c2ccccc2)c2ccccc2)(P(c2ccccc2)(c2ccccc2)c2ccccc2)P(c2ccccc2)(c2ccccc2)c2ccccc2)cc1. Product: O=C(O)C=Cc1ccc(-c2ccc(OC(F)(F)F)cc2)s1. RXN SMILES: [Br:1][c:2]1[cH:3][cH:4][c:5]([CH:7]=[CH:8][C:9](=[O:10])[OH:11])[s:6]1.[CH3:32][O:33][CH2:34][CH2:35][O:36][CH3:37].[F:12][C:13]([O:14][c:15]1[cH:16][cH:17][c:18]([B:21]([OH:22])[OH:23])[cH:19][cH:20]1)([F:24])[F:25].[Na+:26].[Na+:27].[O-:28][C:29](=[O:30])[O-:31].[cH:38]1[cH:39][cH:40][c:41]([P:42]([Pd:43]([P:44]([c:45]2[cH:46][cH:47][cH:48][cH:49][cH:50]2)([c:51]2[cH:52][cH:53][cH:54][cH:55][cH:56]2)[c:57]2[cH:58][cH:59][cH:60][cH:61][cH:62]2)([P:63]([c:64]2[cH:65][cH:66][cH:67][cH:68][cH:69]2)([c:70]2[cH:71][cH:72][cH:73][cH:74][cH:75]2)[c:76]2[cH:77][cH:78][cH:79][cH:80][cH:81]2)[P:82]([c:83]2[cH:84][cH:85][cH:86][cH:87][cH:88]2)([c:89]2[cH:90][cH:91][cH:92][cH:93][cH:94]2)[c:95]2[cH:96][cH:97][cH:98][cH:99][cH:100]2)([c:101]2[cH:102][cH:103][cH:104][cH:105][cH:106]2)[c:107]2[cH:108][cH:109][cH:110][cH:111][cH:112]2)[cH:113][cH:114]1>>[c:2]1(-[c:18]2[cH:17][cH:16][c:15]([O:14][C:13]([F:12])([F:24])[F:25])[cH:20][cH:19]2)[cH:3][cH:4][c:5]([CH:7]=[CH:8][C:9](=[O:10])[OH:11])[s:6]1. Reactants: SiO2, Cl.Cl.C1(CCCCC1)C=1N=NC(=CC1C1=CC=C(C=C1)OC1CCCCC1)OC1CCNCC1 (3-cyclohexyl-4-(4-cyclohexyloxy-phenyl)-6-(piperidin-4-yloxy)-pyridazine dihydrochloride), C=O (formaldehyde), C(C)(=O)O[BH-](OC(C)=O)OC(C)=O (triacetoxyborohydride). The solvent is C(Cl)Cl (DCM). Run at time 2 hour. Product: C1(CCCCC1)C=1N=NC(=CC1C1=CC=C(C=C1)OC1CCCCC1)OC1CCN(CC1)C (3-cyclohexyl-4-(4-cyclohexyloxy-phenyl)-6-(1-methyl-piperidin-4-yloxy)-pyridazine). RXN SMILES: Cl.Cl.[CH:3]1([C:9]2[N:10]=[N:11][C:12]([O:28][CH:29]3[CH2:34][CH2:33][NH:32][CH2:31][CH2:30]3)=[CH:13][C:14]=2[C:15]2[CH:20]=[CH:19][C:18]([O:21][CH:22]3[CH2:27][CH2:26][CH2:25][CH2:24][CH2:23]3)=[CH:17][CH:16]=2)[CH2:8][CH2:7][CH2:6][CH2:5][CH2:4]1.C=O.[C:37](O[BH-](OC(=O)C)OC(=O)C)(=O)C>C(Cl)Cl>[CH:3]1([C:9]2[N:10]=[N:11][C:12]([O:28][CH:29]3[CH2:30][CH2:31][N:32]([CH3:37])[CH2:33][CH2:34]3)=[CH:13][C:14]=2[C:15]2[CH:20]=[CH:19][C:18]([O:21][CH:22]3[CH2:27][CH2:26][CH2:25][CH2:24][CH2:23]3)=[CH:17][CH:16]=2)[CH2:4][CH2:5][CH2:6][CH2:7][CH2:8]1 |f:0.1.2|. Reported procedure: To a solution of 3-cyclohexyl-4-(4-cyclohexyloxy-phenyl)-6-(piperidin-4-yloxy)-pyridazine dihydrochloride (0.079 mmol, 0.04 g) and aqueous formaldehyde (37%, 0.39 mmol, 0.035 mL) in dry DCM (1 mL) was added macroporous resin-bound triacetoxyborohydride (loading 2.36 mmol/gram, 0.47 mmol, 0.20 g). The mixture was shaken for 2 hours. The reaction was placed directly onto a 4 g SiO2 cartridge and the column was eluted with 4-6% (2N NH3 in MeOH) in DCM to give 3-cyclohexyl-4-(4-cyclohexyloxy-phenyl)... The reactants are BrC=1C=CC2=C(OC(=C2C2=CC=CC=C2)C2=CC=CC=C2)C1 (6-bromo-2,3-diphenylbenzo[b]furan), B(OC)(OC)OC (trimethyl borate), Cl (hydrochloric acid), 1.6-M solution, C(CCC)[Li] (n-butyllithium). Run in C1CCOC1 (THF), C1CCOC1 (THF), CCCCCC (hexane). Run at temperature -40 celsius. The product is C1(=CC=CC=C1)C1=C(C2=C(O1)C=C(C=C2)B(O)O)C2=CC=CC=C2 (2,3-diphenylbenzo[b]furan-6-boronic acid). The yield is 60.0%. RXN SMILES: Br[C:2]1[CH:3]=[CH:4][C:5]2[C:9]([C:10]3[CH:15]=[CH:14][CH:13]=[CH:12][CH:11]=3)=[C:8]([C:16]3[CH:21]=[CH:20][CH:19]=[CH:18][CH:17]=3)[O:7][C:6]=2[CH:22]=1.C([Li])CCC.[B:28](OC)([O:31]C)[O:29]C.Cl>CCCCCC.C1COCC1>[C:16]1([C:8]2[O:7][C:6]3[CH:22]=[C:2]([B:28]([OH:31])[OH:29])[CH:3]=[CH:4][C:5]=3[C:9]=2[C:10]2[CH:15]=[CH:14][CH:13]=[CH:12][CH:11]=2)[CH:21]=[CH:20][CH:19]=[CH:18][CH:17]=1. Procedure details: Under an argon atmosphere, 400 mL of anhydrous THF were added to 40.2 g of 6-bromo-2,3-diphenylbenzo[b]furan, and the mixture was stirred at −40° C. During the stirring, 72 mL of a 1.6-M solution of n-butyllithium in hexane were added to the mixture. The reaction solution was stirred for 1 hour while being heated to 0° C. The reaction solution was cooled to −78° C. again, and a solution of 54.0 g (250 mmol) of trimethyl borate in 50 mL of dry THF was dropped to the solution. The reaction solutio... Reactants: [Li]CCCC (n-BuLi), C(C)=O (acetaldehyde), BrC1=C(C(=O)O)C=CC=C1 (2-bromobenzoic acid). Solvent: CCCCCC (hexane), C1CCOC1 (THF), C1CCOC1 (THF). Run at temperature -78 celsius, time 25 minute. The product is CC1OC(C2=C1C=CC=C2)=O (3-methyl-2-benzofuran-1(3 H)-one). Isolated yield 35.0%. Reaction SMILES: Br[C:2]1[CH:10]=[CH:9][CH:8]=[CH:7][C:3]=1[C:4]([OH:6])=[O:5].[Li][CH2:12][CH2:13]CC.C(=O)C>C1COCC1.CCCCCC>[CH3:12][CH:13]1[C:2]2[CH:10]=[CH:9][CH:8]=[CH:7][C:3]=2[C:4](=[O:5])[O:6]1. Procedure details: To a solution of 2-bromobenzoic acid (0.50 g, 2.49 mmol) in THF (12.0 ml) cooled at −78° C. was added 2.5M n-BuLi in hexane (2.0 ml). After stirring for 25 minutes, a solution of acetaldehyde (0.142 g, 3.23 mmol) in THF (0.3 ml) was added. The reaction was allowed to warm to room temperature after 8 minutes at −78° C., and then quenched into 10% HCl aqueous solution (30 ml). The acidic solution was rapidly stirred for 1.5 hours, and then extracted with EtOAc. The combined organic layers were was...